Dataset: the Open Reaction Database (ORD), a public repository of structured organic reaction records. Task: describe an organic reaction: reactants, conditions, products, and yield Yield: 34.3%. Reported procedure: To 1 mL of an ethanol solution containing 0.12 g of methyl 1-(2-(4-((2,3-dihydro-1,4-benzodioxin-6-ylmethyl)amino)piperidin-1-yl)ethyl)-7-methoxy-2-oxo-1,2-dihydroquinoline-4-carboxylate, 0.5 mL of 5 mol/L aqueous sodium hydroxide solution was added and stirred for 1 hour. 2 mL of water was added, removed ethanol under reduced pressure, adjusted to pH 6.0 with 6 mol/L hydrochloric acid, and the resulting solid was filtered to afford 40 mg of 1-(2-(4-((2,3-dihydro-1,4-benzodioxin-6-ylmethyl)amino... Reactants: C(C)O (ethanol), O1CCOC2=C1C=CC(=C2)CNC2CCN(CC2)CCN2C(C=C(C1=CC=C(C=C21)OC)C(=O)OC)=O (methyl 1-(2-(4-((2,3-dihydro-1,4-benzodioxin-6-ylmethyl)amino)piperidin-1-yl)ethyl)-7-methoxy-2-oxo-1,2-dihydroquinoline-4-carboxylate), [OH-].[Na+] (sodium hydroxide). Conditions: time 1 hour. Product: O1CCOC2=C1C=CC(=C2)CNC2CCN(CC2)CCN2C(C=C(C1=CC=C(C=C21)OC)C(=O)O)=O (1-(2-(4-((2,3-dihydro-1,4-benzodioxin-6-ylmethyl)amino)piperidin-1-yl)ethyl)-7-methoxy-2-oxo-1,2-dihydroquinoline-4-carboxylic acid). As a reaction SMILES: C(O)C.[O:4]1[C:9]2[CH:10]=[CH:11][C:12]([CH2:14][NH:15][CH:16]3[CH2:21][CH2:20][N:19]([CH2:22][CH2:23][N:24]4[C:33]5[C:28](=[CH:29][CH:30]=[C:31]([O:34][CH3:35])[CH:32]=5)[C:27]([C:36]([O:38]C)=[O:37])=[CH:26][C:25]4=[O:40])[CH2:18][CH2:17]3)=[CH:13][C:8]=2[O:7][CH2:6][CH2:5]1.[OH-].[Na+]>O>[O:4]1[C:9]2[CH:10]=[CH:11][C:12]([CH2:14][NH:15][CH:16]3[CH2:17][CH2:18][N:19]([CH2:22][CH2:23][N:24]4[C:33]5[C:28](=[CH:29][CH:30]=[C:31]([O:34][CH3:35])[CH:32]=5)[C:27]([C:36]([OH:38])=[O:37])=[CH:26][C:25]4=[O:40])[CH2:20][CH2:21]3)=[CH:13][C:8]=2[O:7][CH2:6][CH2:5]1 |f:2.3|. Solvent: O (water). Starting materials: O=C(CCl)c1ccccc1, Cl, CCN(CC)CCNC(=O)c1cc(Cl)c(N)cc1O, CN(C)C=O, O. Product: CCN(CC)CCNC(=O)c1cc(Cl)c(N)cc1OCC(=O)c1ccccc1. Reaction SMILES: [Cl:21][CH2:22][C:23](=[O:24])[c:25]1[cH:26][cH:27][cH:28][cH:29][cH:30]1.[ClH:1].[NH2:2][c:3]1[cH:4][c:5]([OH:20])[c:6]([C:7](=[O:8])[NH:9][CH2:10][CH2:11][N:12]([CH2:13][CH3:14])[CH2:15][CH3:16])[cH:17][c:18]1[Cl:19].[O:32]=[CH:33][N:34]([CH3:35])[CH3:36].[OH2:31]>>[NH2:2][c:3]1[cH:4][c:5]([O:20][CH2:22][C:23](=[O:24])[c:25]2[cH:26][cH:27][cH:28][cH:29][cH:30]2)[c:6]([C:7](=[O:8])[NH:9][CH2:10][CH2:11][N:12]([CH2:13][CH3:14])[CH2:15][CH3:16])[cH:17][c:18]1[Cl:19]. The reactants are CI (CH3I), BrC1=CC2=CC=C3C=CC=C4C3=C2C(=C1)C4 (2-bromo-4H-cyclopenta[def]phenanthrene), CC(C)(C)O (t-BuOH), CS(=O)C (DMSO). The solvent is C(Cl)Cl (methylene chloride), O (water), CN(C)P(=O)(N(C)C)N(C)C (HMPA). Reaction conditions: time 50 minute. Yields the product BrC1=CC=2CCC=3C=CC=C4C3C2C(=C1)C4 (2-bromo-8,9-dihydro-4H-cyclopenta[def]phenanthrene). Yield: 172.4%. As a reaction SMILES: [Br:1][C:2]1[CH:15]=[C:14]2[CH2:16][C:11]3[C:12]4=[C:13]2[C:4](=[CH:5][CH:6]=[C:7]4[CH:8]=[CH:9][CH:10]=3)[CH:3]=1.CC(O)(C)C.CS(C)=O.CI>C(Cl)Cl.O.CN(P(N(C)C)(N(C)C)=O)C>[Br:1][C:2]1[CH:15]=[C:14]2[CH2:16][C:11]3[C:12]4[C:13]2=[C:4]([CH2:5][CH2:6][C:7]=4[CH:8]=[CH:9][CH:10]=3)[CH:3]=1. Procedure: 2-bromo-4H-cyclopenta[def]phenanthrene (2.6 g, 7.7 mmol), t-BuOH (20.8 g, 61.6 mmol), DMSO (20 ml), and HMPA (20 ml) were put into a 50 ml round bottom flask using a syringe. The reaction mixture was stirred at room temperature for 50 minutes and cooled to 0° C. Then, CH3I (3.75 ml, 61.6 mmol) was dropwise added to the flask using a syringe at 0° C. and the reaction mixture was stirred at 0° C. for 30 minutes. Then, water (50 ml) and methylene chloride (50 ml) were added to the flask to separate... The reactants are O (water), C([O-])([O-])=O.[K+].[K+] (potassium carbonate), ClC1=CC=C(C=C1)C1=CC=C(C=C1)COC1CNCCC1 (3-[(4′-chlorobiphenyl-4-yl)methoxy]piperidine), FC1=C(C=O)C=CC=C1 (2-fluorobenzaldehyde). Reagents/catalysts: [I-].C(CCC)[N+](CCCC)(CCCC)CCCC (Tetrabutylammonium iodide). The solvent is CN(C=O)C (N,N-dimethylformamide). Conditions: temperature 100 celsius, time 8 hour. The product is ClC1=CC=C(C=C1)C1=CC=C(C=C1)COC1CN(CCC1)C=1C=C(C=O)C=CC1 (3-[3-[(4′-Chlorobiphenyl-4-yl)methoxy]piperidin-1-yl]benzaldehyde). Yield: 52.7%. RXN SMILES: C(=O)([O-])[O-].[K+].[K+].[Cl:7][C:8]1[CH:13]=[CH:12][C:11]([C:14]2[CH:19]=[CH:18][C:17]([CH2:20][O:21][CH:22]3[CH2:27][CH2:26][CH2:25][NH:24][CH2:23]3)=[CH:16][CH:15]=2)=[CH:10][CH:9]=1.F[C:29]1[CH:36]=[CH:35][CH:34]=[CH:33][C:30]=1[CH:31]=[O:32].O>[I-].C([N+](CCCC)(CCCC)CCCC)CCC.CN(C)C=O>[Cl:7][C:8]1[CH:13]=[CH:12][C:11]([C:14]2[CH:19]=[CH:18][C:17]([CH2:20][O:21][CH:22]3[CH2:27][CH2:26][CH2:25][N:24]([C:36]4[CH:29]=[C:30]([CH:33]=[CH:34][CH:35]=4)[CH:31]=[O:32])[CH2:23]3)=[CH:16][CH:15]=2)=[CH:10][CH:9]=1 |f:0.1.2,6.7|. Procedure: Tetrabutylammonium iodide (26.9 mg, 0.0729 mmol) and potassium carbonate (206 mg, 1.46 mmol) were added to a solution of 3-[(4′-chlorobiphenyl-4-yl)methoxy]piperidine (220 mg, 0.729 mmol) and 2-fluorobenzaldehyde (0.159 mL, 1.46 mmol) in N,N-dimethylformamide (5 mL). The mixture was stirred at 100° C. for 8 hours. Subsequently, water was added and the mixture was extracted with ethyl acetate and washed with brine. The washed product was dried over magnesium sulfate and the solvent was evaporated... Starting materials: OCCCCCCN1C(C=2C(C1=O)=CC=CC2)=O (N-(6-hydroxyhexyl) phthalimide), C(CC(=O)C)(=O)OCC (ethyl acetoacetate). Run at temperature 145 celsius. The product is C(CC(=O)C)(=O)OCCCCCCN1C(C=2C(C1=O)=CC=CC2)=O (6-phthalimidohexyl acetoacetate). Yield: 48.7%. RXN SMILES: [OH:1][CH2:2][CH2:3][CH2:4][CH2:5][CH2:6][CH2:7][N:8]1[C:12](=[O:13])[C:11]2=[CH:14][CH:15]=[CH:16][CH:17]=[C:10]2[C:9]1=[O:18].[C:19](OCC)(=[O:24])[CH2:20][C:21]([CH3:23])=[O:22]>>[C:19]([O:1][CH2:2][CH2:3][CH2:4][CH2:5][CH2:6][CH2:7][N:8]1[C:9](=[O:18])[C:10]2=[CH:17][CH:16]=[CH:15][CH:14]=[C:11]2[C:12]1=[O:13])(=[O:24])[CH2:20][C:21]([CH3:23])=[O:22]. Procedure details: A mixture of 22.1 g (0.09 mol) of N-(6-hydroxyhexyl) phthalimide and 10.2 g (0.08 mol) of ethyl acetoacetate was heated in an oil bath at 145° C. under nitrogen for 15 hours. After drying on high vacuum the residue was subjected to flash chromatography (silica gel, 7:3 petroleum ether/ether). The product was isolated as 12.9 g (75%) of a pale yellow oil b.p. 218°-226° C./0.15 mm. NMR: (CDCl3) w 1.5 (8H, m), 2.21 (3H, s), 3.35 (2H, s), 3.55 (2H, m), 3.99 (2H, t), 7.5 (4H, m). Starting materials: C(C)SC=1NC(C2=C(N1)C1=C(S2)N=C(C=C1C)C1=CC=CC=C1)=O (2-ethylthio-9-methyl-7-phenyl-pyrido[3′,2′:4,5]-thieno[3,2-d]pyrimidin-4-one), O=P(Cl)(Cl)Cl (phosphoroxychloride), ice water, C(O)([O-])=O.[Na+] (sodium hydrogen carbonate). Product: ClC=1C2=C(N=C(N1)SCC)C1=C(S2)N=C(C=C1C)C1=CC=CC=C1 (4-chloro-2-ethylthio-9-methyl-7-phenyl-pyrido[3′,2′:4,5]thieno[3,2-d]pyrimidine). The yield is 22.3%. RXN SMILES: [CH2:1]([S:3][C:4]1[NH:5][C:6](=O)[C:7]2[S:12][C:11]3[N:13]=[C:14]([C:18]4[CH:23]=[CH:22][CH:21]=[CH:20][CH:19]=4)[CH:15]=[C:16]([CH3:17])[C:10]=3[C:8]=2[N:9]=1)[CH3:2].O=P(Cl)(Cl)[Cl:27].C(=O)([O-])O.[Na+]>>[Cl:27][C:6]1[C:7]2[S:12][C:11]3[N:13]=[C:14]([C:18]4[CH:23]=[CH:22][CH:21]=[CH:20][CH:19]=4)[CH:15]=[C:16]([CH3:17])[C:10]=3[C:8]=2[N:9]=[C:4]([S:3][CH2:1][CH3:2])[N:5]=1 |f:2.3|. Reported procedure: 1.23 g (3.5 mmol) 2-ethylthio-9-methyl-7-phenyl-pyrido[3′,2′:4,5]-thieno[3,2-d]pyrimidin-4-one is refluxed in 10 ml (10.9 mol) phosphoroxychloride for 6 h. Then, the product is poured onto about 100 g ice water and neutralized with saturated sodium hydrogen carbonate solution. The precipitate is sucked off, washed with about 100 ml water, dried and purified by means of flash chromatography (dichloromethane/petroleum ether 5:1). 0.29 g (22%) 4-chloro-2-ethylthio-9-methyl-7-phenyl-pyrido[3′,2′:4,5... The reactants are hydrated sodium, CC1(OB(OC1(C)C)C1=CC=C(C=C1)O)C (4-(4,4,5,5-tetramethyl-1,3,2-dioxaborolan-2-yl)phenol), BrCCOC1OCCCC1 (2-(2-bromoethoxy)tetrahydro-2H-pyran), [H-].[Na+] (sodium hydride), oil, Cl (hydrochloric acid). The solvent is C(C)(=O)OCC (Ethyl acetate), O (water), CN(C=O)C (dimethylformamide). Run at time 3 hour. Product: CC1(OB(OC1(C)C)C1=CC=C(OCCOC2OCCCC2)C=C1)C (2-{2-[4-(4,4,5,5-Tetramethyl-1,3,2-dioxaborolan-2-yl)phenoxy]ethoxy}tetrahydro-2H-pyran). The yield is 83.9%. RXN SMILES: [CH3:1][C:2]1([CH3:16])[C:6]([CH3:8])([CH3:7])[O:5][B:4]([C:9]2[CH:14]=[CH:13][C:12]([OH:15])=[CH:11][CH:10]=2)[O:3]1.Br[CH2:18][CH2:19][O:20][CH:21]1[CH2:26][CH2:25][CH2:24][CH2:23][O:22]1.[H-].[Na+].Cl>O.C(OCC)(=O)C.CN(C)C=O>[CH3:8][C:6]1([CH3:7])[C:2]([CH3:16])([CH3:1])[O:3][B:4]([C:9]2[CH:14]=[CH:13][C:12]([O:15][CH2:18][CH2:19][O:20][CH:21]3[CH2:26][CH2:25][CH2:24][CH2:23][O:22]3)=[CH:11][CH:10]=2)[O:5]1 |f:2.3|. Procedure details: Into dimethylformamide (250 mL), 4-(4,4,5,5-tetramethyl-1,3,2-dioxaborolan-2-yl)phenol (10.0 g, 45.5 mmol) and 2-(2-bromoethoxy)tetrahydro-2H-pyran (10.0 g, 45.5 mmol) were dissolved, to which 60% sodium hydride in oil (2.98 g, 68.3 mmol) was added while cooling with ice, followed by stirring for three hours while cooling with ice, and further for 17 hours at room temperature. Ethyl acetate was then added, and excess hydrated sodium was neutralized with 1M hydrochloric acid. Further, water was a...